From a dataset of the Open Reaction Database (ORD), a public repository of structured organic reaction records. describe an organic reaction: reactants, conditions, products, and yield The reactants are [Si](C)(C)(C(C)(C)C)O[C@H](C)[C@H]1C(N[C@@H]1[C@H](C(CC(=O)OCC=C)=O)C)=O ((3S,4R)-3-[(R)-1t-butyldimethylsilyloxyethyl]-4-[(R)-1-methyl-3-allyloxycarbonyl-2-oxopropyl]-2-azetidinone), Cl (HCl), OP(=O)([O-])[O-].[K+].[K+] (K2HPO4). The solvent is C(C)OC(C)=O (ethylacetate), O (water), CO (methanol). Run at time 1 hour. Product: O[C@H](C)[C@H]1C(N[C@@H]1[C@H](C(CC(=O)OCC=C)=O)C)=O ((3S,4R)-3-[(R)-1-hydroxyethyl]-4-[(R)-1-methyl-3-allyloxycarbonyl-2-oxopropyl]-2-azetidinone). The yield is 88.8%. As a reaction SMILES: [Si]([O:8][C@@H:9]([C@@H:11]1[C@@H:14]([C@@H:15]([CH3:25])[C:16](=[O:24])[CH2:17][C:18]([O:20][CH2:21][CH:22]=[CH2:23])=[O:19])[NH:13][C:12]1=[O:26])[CH3:10])(C(C)(C)C)(C)C.Cl.OP([O-])([O-])=O.[K+].[K+]>CO.C(OC(=O)C)C.O>[OH:8][C@@H:9]([C@@H:11]1[C@@H:14]([C@@H:15]([CH3:25])[C:16](=[O:24])[CH2:17][C:18]([O:20][CH2:21][CH:22]=[CH2:23])=[O:19])[NH:13][C:12]1=[O:26])[CH3:10] |f:2.3.4|. Procedure: The keto ester 2 (1.047 g, 2.73 mmol) in methanol (12.3 ml) was treated with 6N HCl (1.37 ml, 8.22 mmol, 3 eg) and stirred 1 hour at room temperature. The solution was treated with 1M K2HPO4 (8.2 ml) and stirred a few minutes, then diluted with ethylacetate and water. The organic layer was separated, washed with 5% NaHCO3 and brine, dried with magnesium sulfate, filtered, and evaporated under vacuum to give the product 3 (0.653 g, 89%) as a clear oil. Starting materials: BrCc1ccccc1, CCOC(=O)CC(C)=O, C1CCOC1, CC(C)[N-]C(C)C, [Li+]. The product is CCOC(=O)CC(=O)CCc1ccccc1. As a reaction SMILES: [Br:18][CH2:19][c:20]1[cH:21][cH:22][cH:23][cH:24][cH:25]1.[C:1]([CH2:2][C:3](=[O:4])[CH3:5])(=[O:6])[O:7][CH2:8][CH3:9].[CH2:26]1[O:27][CH2:28][CH2:29][CH2:30]1.[CH3:11][CH:12]([N-:13][CH:14]([CH3:15])[CH3:16])[CH3:17].[Li+:10]>>[C:1]([CH2:2][C:3](=[O:4])[CH2:5][CH2:19][c:20]1[cH:21][cH:22][cH:23][cH:24][cH:25]1)(=[O:6])[O:7][CH2:8][CH3:9]. The reactants are CCCCCCCCCCCCCCC (n-pentadecane), C(C)(C)(C)O (tert-butyl alcohol), C(C)(=O)N1C=CCC1 (N-acetyl-2-pyrroline), O1CCCC1 (tetrahydrofuran), C(C)(=O)N1C=CCC1 (N-acetyl-2-pyrroline). The reagents and catalysts are Cl[Pd]([P](C1=CC=CC=C1)(C2=CC=CC=C2)C3=CC=CC=C3)([P](C4=CC=CC=C4)(C5=CC=CC=C5)C6=CC=CC=C6)Cl ((PPh3)2PdCl2). Run at temperature 100 celsius, time 21 hour. Yields the product C(C)(C)(C)OC([C@H]1N(CCC1)C(C)=O)=O (N-acetylproline tert-butyl ester). Yield: 1.0%. RXN SMILES: CCCCCCCCCCCCCCC.[C:16]([OH:20])([CH3:19])([CH3:18])[CH3:17].[C:21]([N:24]1[CH2:28][CH2:27][CH:26]=[CH:25]1)(=[O:23])[CH3:22].[O:29]1CCC[CH2:30]1>Cl[Pd](Cl)([P](C1C=CC=CC=1)(C1C=CC=CC=1)C1C=CC=CC=1)[P](C1C=CC=CC=1)(C1C=CC=CC=1)C1C=CC=CC=1>[C:16]([O:20][C:30](=[O:29])[C@@H:25]1[CH2:26][CH2:27][CH2:28][N:24]1[C:21](=[O:23])[CH3:22])([CH3:19])([CH3:18])[CH3:17] |^1:36,55|. Reported procedure: A 70 mL stainless steel high pressure reactor having a Pyrex glass liner and a magnetic stir bar was charged with 5 mL of tetrahydrofuran, 0.5 mol of n-pentadecane internal standard, 0.5 mmol of tert-butyl alcohol, 40 mg of (PPh3)2PdCl2, and 55.5 mg of N-acetyl-2-pyrroline. The reactor was pressurized to 1000 psi with Co at room temperature, and the reaction mixture was stirred at 100° C. for 21 hours. Thereafter, the reactor was cooled to room temperature and vented to atmospheric pressure. The... The reactants are OC1=C(C=C(C=C1)C(C)=O)CS(=O)(=O)C (4'-hydroxy-3'-methylsulfonylmethylacetophenone), [I-].[Na+] (sodium iodide), C([O-])([O-])=O.[K+].[K+] (potassium carbonate), C(C1=CC=CC=C1)Cl (benzyl chloride). The solvent is O (water), CC(=O)C (acetone). Conditions: time 16 hour. Yields the product C(C1=CC=CC=C1)OC1=C(C=C(C=C1)C(C)=O)CS(=O)(=O)C (4'-benzyloxy-3'methylsulfonylmethylacetophenone). Reaction SMILES: [OH:1][C:2]1[CH:7]=[CH:6][C:5]([C:8](=[O:10])[CH3:9])=[CH:4][C:3]=1[CH2:11][S:12]([CH3:15])(=[O:14])=[O:13].C(=O)([O-])[O-].[K+].[K+].[CH2:22](Cl)[C:23]1[CH:28]=[CH:27][CH:26]=[CH:25][CH:24]=1.[I-].[Na+]>O.CC(C)=O>[CH2:22]([O:1][C:2]1[CH:7]=[CH:6][C:5]([C:8](=[O:10])[CH3:9])=[CH:4][C:3]=1[CH2:11][S:12]([CH3:15])(=[O:14])=[O:13])[C:23]1[CH:28]=[CH:27][CH:26]=[CH:25][CH:24]=1 |f:1.2.3,5.6|. Reported procedure: A mixture of 14.0 g. of 4'-hydroxy-3'-methylsulfonylmethylacetophenone, 9.3 g. of potassium carbonate, 7.8 ml. of benzyl chloride and a catalytic amount of sodium iodide in 250 ml. of acetone and 250 ml. of water is refluxed with stirring for 16 hours. The acetone is removed and the aqueous phase is extracted with chloroform, washed with water, dried and evaporated to yield an oil which is recrystallized in 2-propanol to give crystalline 4'-benzyloxy-3'methylsulfonylmethylacetophenone, m.p. 94°-... The reactants are Cl.Cl.[C@H]1(CCCN2CCCC[C@H]12)CN1CCC(CC1)NC(=O)C=1NC2=CC=CC(=C2C1)OCC1=COC2=C1C(=CC=C2)Cl (4-(4-Chloro-benzofuran-3-ylmethoxy)-1H-indole-2-carboxylic acid {1-[(1S,9aR)-1-(octahydro-quinolizin-1-yl)methyl]-piperidin-4-yl}-amide dihydrochloride), Cl.Cl.Cl.NC1CCN(CC1)C[C@H](C)N1CCC(CC1)O (1-[(S)-2-(4-Amino-piperidin-1-yl)-1-methyl-ethyl]-piperidin-4-ol trihydrochloride). The product is OC1CCN(CC1)[C@H](CN1CCC(CC1)NC(=O)C=1NC2=CC=CC(=C2C1)OCC1=COC2=C1C(=CC=C2)Cl)C (4-(4-Chloro-benzofuran-3-ylmethoxy)-1H-indole-2-carboxylic acid {1-[(S)-2-(4-hydroxy-piperidin-1-yl)-propyl]-piperidin-4-yl}-amide). Reaction SMILES: Cl.Cl.[C@H]1([CH2:13][N:14]2[CH2:19][CH2:18][CH:17]([NH:20][C:21]([C:23]3[NH:24][C:25]4[C:30]([CH:31]=3)=[C:29]([O:32][CH2:33][C:34]3[C:38]5[C:39]([Cl:43])=[CH:40][CH:41]=[CH:42][C:37]=5[O:36][CH:35]=3)[CH:28]=[CH:27][CH:26]=4)=[O:22])[CH2:16][CH2:15]2)[C@@H]2N(CCCC2)CCC1.Cl.Cl.Cl.NC1CCN([CH2:54][C@@H:55]([N:57]2[CH2:62][CH2:61][CH:60]([OH:63])[CH2:59][CH2:58]2)C)CC1>>[OH:63][CH:60]1[CH2:61][CH2:62][N:57]([C@@H:55]([CH3:54])[CH2:13][N:14]2[CH2:19][CH2:18][CH:17]([NH:20][C:21]([C:23]3[NH:24][C:25]4[C:30]([CH:31]=3)=[C:29]([O:32][CH2:33][C:34]3[C:38]5[C:39]([Cl:43])=[CH:40][CH:41]=[CH:42][C:37]=5[O:36][CH:35]=3)[CH:28]=[CH:27][CH:26]=4)=[O:22])[CH2:16][CH2:15]2)[CH2:58][CH2:59]1 |f:0.1.2,3.4.5.6|. Reported procedure: This compound is synthesized from 4-(4-chloro-benzofuran-3-ylmethoxy)-1H-indole-2-carboxylic acid (118, see example 76) and amine 50 analogously to the method described in example 1.